describe an organic reaction: reactants, conditions, products, and yield From a dataset of the Open Reaction Database (ORD), a public repository of structured organic reaction records. The reactants are C(CCC)[Li] (Butyllithium), C(C1=CC=CC=C1)N1C[C@]2(CCC3=C([C@H]2C1)C=CC=C3Br)C (cis-2-Benzyl-6-bromo-3a-methyl-2,3,3a,4,5,9b-hexahydro-1H-benzo[e]isoindole), CN(C=O)C (N,N-Dimethylformamide). Solvent: C1CCOC1 (THF). Run at temperature -78 celsius, time 30 minute. The product is C(C1=CC=CC=C1)N1C[C@]2(CCC3=C([C@H]2C1)C=CC=C3C=O)C (cis-2-benzyl-3a-methyl-2,3,3a,4,5,9b-hexahydro-1H-benzo[e]isoindole-6-carbaldehyde). The yield is 55.4%. RXN SMILES: [CH2:1]([N:8]1[CH2:16][C@H:15]2[C@:10]([CH3:22])([CH2:11][CH2:12][C:13]3[C:20](Br)=[CH:19][CH:18]=[CH:17][C:14]=32)[CH2:9]1)[C:2]1[CH:7]=[CH:6][CH:5]=[CH:4][CH:3]=1.C([Li])CCC.CN(C)[CH:30]=[O:31]>C1COCC1>[CH2:1]([N:8]1[CH2:16][C@H:15]2[C@:10]([CH3:22])([CH2:11][CH2:12][C:13]3[C:20]([CH:30]=[O:31])=[CH:19][CH:18]=[CH:17][C:14]=32)[CH2:9]1)[C:2]1[CH:7]=[CH:6][CH:5]=[CH:4][CH:3]=1. Procedure: cis-2-Benzyl-6-bromo-3a-methyl-2,3,3a,4,5,9b-hexahydro-1H-benzo[e]isoindole (0.561 mmol, 200 mg) was dissolved in THF (5 ml) and the resulting solution was cooled to −78° C. Butyllithium (2.5 M in hexanes)(2.81 mmol, 1.123 ml) was added dropwise and the reaction mixture was stirred at −78° C. for 30 minutes. N,N-Dimethylformamide (8.42 mmol, 0.777 ml, 734 mg) was added and the reaction mixture was stirred at −78° C. for a further 2 h and then quenched by the addition of saturated aqueous ammoniu...